From a dataset of the Open Reaction Database (ORD), a public repository of structured organic reaction records. describe an organic reaction: reactants, conditions, products, and yield Starting materials: CCCOc1c(OCc2ccccc2)cc(C2CCC(=O)O2)cc1S(=O)(=O)CCC, CC(C)C[AlH]CC(C)C, Cc1ccccc1. Product: CCCOc1c(OCc2ccccc2)cc(C2CCC(O)O2)cc1S(=O)(=O)CCC. Reaction SMILES: [CH2:1]([c:2]1[cH:3][cH:4][cH:5][cH:6][cH:7]1)[O:8][c:9]1[cH:10][c:11]([CH:25]2[CH2:26][CH2:27][C:28](=[O:29])[O:30]2)[cH:12][c:13]([S:19](=[O:20])(=[O:21])[CH2:22][CH2:23][CH3:24])[c:14]1[O:15][CH2:16][CH2:17][CH3:18].[CH3:31][CH:32]([CH2:33][AlH:34][CH2:35][CH:36]([CH3:37])[CH3:38])[CH3:39].[CH3:40][c:41]1[cH:42][cH:43][cH:44][cH:45][cH:46]1>>[CH2:1]([c:2]1[cH:3][cH:4][cH:5][cH:6][cH:7]1)[O:8][c:9]1[cH:10][c:11]([CH:25]2[CH2:26][CH2:27][CH:28]([OH:29])[O:30]2)[cH:12][c:13]([S:19](=[O:20])(=[O:21])[CH2:22][CH2:23][CH3:24])[c:14]1[O:15][CH2:16][CH2:17][CH3:18].